Dataset: the Open Reaction Database (ORD), a public repository of structured organic reaction records. Task: describe an organic reaction: reactants, conditions, products, and yield Starting materials: CC(C)(C)OC(=O)Nc1sc(Br)nc1C(=O)Nc1cnn(C2CC2)c1N1CCN(C(=O)OC(C)(C)C)CC(F)(F)C1, CC(C)(C)[PH+](C(C)(C)C)C(C)(C)C, C1CCOC1, [F-], F[B-](F)(F)F, OB(O)c1c(F)cccc1F, [K+], O=C(C=Cc1ccccc1)C=Cc1ccccc1, O=C(C=Cc1ccccc1)C=Cc1ccccc1, O=C(C=Cc1ccccc1)C=Cc1ccccc1, O, O, [Pd], [Pd]. The product is CC(C)(C)OC(=O)Nc1sc(-c2c(F)cccc2F)nc1C(=O)Nc1cnn(C2CC2)c1N1CCN(C(=O)OC(C)(C)C)CC(F)(F)C1. As a reaction SMILES: [Br:1][c:2]1[s:3][c:4]([NH:34][C:35](=[O:36])[O:37][C:38]([CH3:39])([CH3:40])[CH3:41])[c:5]([C:7](=[O:8])[NH:9][c:10]2[cH:11][n:12][n:13]([CH:31]3[CH2:32][CH2:33]3)[c:14]2[N:15]2[CH2:16][CH2:17][N:18]([C:24](=[O:25])[O:26][C:27]([CH3:28])([CH3:29])[CH3:30])[CH2:19][C:20]([F:22])([F:23])[CH2:21]2)[n:6]1.[C:123]([PH+:124]([C:125]([CH3:126])([CH3:127])[CH3:128])[C:129]([CH3:130])([CH3:131])[CH3:132])([CH3:133])([CH3:134])[CH3:135].[CH2:57]1[O:58][CH2:59][CH2:60][CH2:61]1.[F-:44].[F:118][B-:119]([F:120])([F:121])[F:122].[F:46][c:47]1[c:48]([B:54]([OH:55])[OH:56])[c:49]([F:53])[cH:50][cH:51][cH:52]1.[K+:45].[O:100]=[C:101]([CH:102]=[CH:103][c:104]1[cH:105][cH:106][cH:107][cH:108][cH:109]1)[CH:110]=[CH:111][c:112]1[cH:113][cH:114][cH:115][cH:116][cH:117]1.[O:64]=[C:65]([CH:66]=[CH:67][c:68]1[cH:69][cH:70][cH:71][cH:72][cH:73]1)[CH:74]=[CH:75][c:76]1[cH:77][cH:78][cH:79][cH:80][cH:81]1.[O:82]=[C:83]([CH:84]=[CH:85][c:86]1[cH:87][cH:88][cH:89][cH:90][cH:91]1)[CH:92]=[CH:93][c:94]1[cH:95][cH:96][cH:97][cH:98][cH:99]1.[OH2:42].[OH2:43].[Pd:62].[Pd:63]>>[c:2]1(-[c:48]2[c:47]([F:46])[cH:52][cH:51][cH:50][c:49]2[F:53])[s:3][c:4]([NH:34][C:35](=[O:36])[O:37][C:38]([CH3:39])([CH3:40])[CH3:41])[c:5]([C:7](=[O:8])[NH:9][c:10]2[cH:11][n:12][n:13]([CH:31]3[CH2:32][CH2:33]3)[c:14]2[N:15]2[CH2:16][CH2:17][N:18]([C:24](=[O:25])[O:26][C:27]([CH3:28])([CH3:29])[CH3:30])[CH2:19][C:20]([F:22])([F:23])[CH2:21]2)[n:6]1. Starting materials: CCO, [Na+], [OH-], [Zn], O=C1c2ccccc2CCc2ccccc21. Yields the product OC1c2ccccc2CCc2ccccc21. Reaction SMILES: [CH3:20][CH2:21][OH:22].[Na+:18].[OH-:17].[Zn:19].[cH:1]1[cH:2][cH:3][cH:4][c:5]2[c:11]1[CH2:10][CH2:9][c:8]1[c:7]([cH:15][cH:14][cH:13][cH:12]1)[C:6]2=[O:16]>>[cH:1]1[cH:2][cH:3][cH:4][c:5]2[c:11]1[CH2:10][CH2:9][c:8]1[c:7]([cH:15][cH:14][cH:13][cH:12]1)[CH:6]2[OH:16]. Starting materials: C(C1=CC=CC=C1)[C@H]1CN(CCN1)C1=C2C=CC(=NC2=C(C=C1)OC)C(F)(F)F (5-((S)-3-benzyl-piperazin-1-yl)-8-methoxy-2-trifluoromethyl-quinoline), C(C)OC(CC1=NN=CN1)=O ((4H-[1,2,4]triazol-3-yl)-acetic acid ethyl ester). Yields the product C(C1=CC=CC=C1)[C@@H]1N(CCN(C1)C1=C2C=CC(=NC2=C(C=C1)OC)C(F)(F)F)C(CC1=NC=NN1)=O ((S)-1-(2-benzyl-4-(8-methoxy-2-(trifluoromethyl)quinolin-5-yl)piperazin-1-yl)-2-(1H-1,2,4-triazol-5-yl)ethanone). Yield: 0.7%. Reaction SMILES: [CH2:1]([C@@H:8]1[NH:13][CH2:12][CH2:11][N:10]([C:14]2[CH:23]=[CH:22][C:21]([O:24][CH3:25])=[C:20]3[C:15]=2[CH:16]=[CH:17][C:18]([C:26]([F:29])([F:28])[F:27])=[N:19]3)[CH2:9]1)[C:2]1[CH:7]=[CH:6][CH:5]=[CH:4][CH:3]=1.C([O:32][C:33](=O)[CH2:34][C:35]1[NH:39][CH:38]=[N:37][N:36]=1)C>>[CH2:1]([C@H:8]1[CH2:9][N:10]([C:14]2[CH:23]=[CH:22][C:21]([O:24][CH3:25])=[C:20]3[C:15]=2[CH:16]=[CH:17][C:18]([C:26]([F:29])([F:27])[F:28])=[N:19]3)[CH2:11][CH2:12][N:13]1[C:33](=[O:32])[CH2:34][C:35]1[NH:36][N:37]=[CH:38][N:39]=1)[C:2]1[CH:7]=[CH:6][CH:5]=[CH:4][CH:3]=1. Reported procedure: Prepared using the same procedure described in Example 275 from 5-((S)-3-benzyl-piperazin-1-yl)-8-methoxy-2-trifluoromethyl-quinoline and (4H-[1,2,4]triazol-3-yl)-acetic acid ethyl ester with heating for 7 days to afford the title compound as a colorless solid (0.9 mg, 0.7%). LC/MS (Method B) 3.32 min, [M+1]+ 511. Starting materials: ClC1=C2C(=NC=C1)C=C(S2)C=2N(C=NC2)C (7-Chloro-2-(3-methyl-3H-imidazol-4-yl)-thieno[3,2-b]pyridine), CC=1NC2=CC=C(C=C2C1)N (2-methyl-5-aminoindole), ClC(C)Cl (dichloroethane). Run in C(C)(C)(C)O (tert-butanol). Yields the product CN1C=NC=C1C1=CC2=NC=CC(=C2S1)NC=1C=C2C=C(NC2=CC1)C ([2-(3-methyl-3H-imidazol-4-yl)-thieno[3,2-b]pyridin-7-yl]-(2-methyl-1H-indol-5-yl)-amine). Isolated yield 16.5%. Reaction SMILES: Cl[C:2]1[CH:7]=[CH:6][N:5]=[C:4]2[CH:8]=[C:9]([C:11]3[N:12]([CH3:16])[CH:13]=[N:14][CH:15]=3)[S:10][C:3]=12.[CH3:17][C:18]1[NH:19][C:20]2[C:25]([CH:26]=1)=[CH:24][C:23]([NH2:27])=[CH:22][CH:21]=2.ClC(Cl)C>C(O)(C)(C)C>[CH3:16][N:12]1[C:11]([C:9]2[S:10][C:3]3[C:4](=[N:5][CH:6]=[CH:7][C:2]=3[NH:27][C:23]3[CH:24]=[C:25]4[C:20](=[CH:21][CH:22]=3)[NH:19][C:18]([CH3:17])=[CH:26]4)[CH:8]=2)=[CH:15][N:14]=[CH:13]1. Reported procedure: 7-Chloro-2-(3-methyl-3H-imidazol-4-yl)-thieno[3,2-b]pyridine (600 mg, 2.40 mmol) and 2-methyl-5-aminoindole (422 mg, 2.89 mmol) were dissolved in 20 mL of tert-butanol and 20 mL of dichloroethane and heated to 85° C. The solvent was allowed to evaporate overnight and was replaced the following day with the same amounts as in the initial reaction mixture along with an additional 90 mg of the indole. The solution was heated an additional 24 hours and allowed to go dry as before. Chromatography of ... Reactants: crude material, C([O-])([O-])=O.[Na+].[Na+] (sodium carbonate), COC1=CC=C(OCCC#N)C=C1 (3-(4-methoxyphenoxy)propionitrile), Cl (HCl), O (H2O). Solvent: ClCCl (DCM). Reaction conditions: temperature 100 celsius. Yields the product COC1=CC=C(OCCC(=O)O)C=C1 (3-(4-methoxyphenoxy)propionic acid). Yield: 86.0%. RXN SMILES: [CH3:1][O:2][C:3]1[CH:13]=[CH:12][C:6]([O:7][CH2:8][CH2:9]C#N)=[CH:5][CH:4]=1.Cl.O.[C:16](=[O:19])([O-])[O-:17].[Na+].[Na+]>ClCCl>[CH3:1][O:2][C:3]1[CH:13]=[CH:12][C:6]([O:7][CH2:8][CH2:9][C:16]([OH:17])=[O:19])=[CH:5][CH:4]=1 |f:3.4.5|. Reported procedure: A 945 g (5.34 mol, 1 eq.) sample of 1 (3-(4-methoxyphenoxy)propionitrile (1)) was charged to a 22 L round bottom flask equipped with an overhead stirrer under N2. To the stirred solids, 4 L of concentrated HCl was slowly added, followed by 2 L of H2O. The reaction mixture was heated to 100° C. for 3.5 h, at which point the reaction was complete by HPLC analysis. The reaction was cooled to 10° C. by the addition of ice to the reaction mixture, and was filtered. The dried solids gave 920 g of crud... Reactants: COc1ccccc1N1CCNCC1, ClCc1nc2cccnc2s1. Product: COc1ccccc1N1CCN(Cc2nc3cccnc3s2)CC1. Reaction SMILES: [CH3:12][O:13][c:14]1[c:15]([N:20]2[CH2:21][CH2:22][NH:23][CH2:24][CH2:25]2)[cH:16][cH:17][cH:18][cH:19]1.[Cl:1][CH2:2][c:3]1[s:4][c:5]2[n:6][cH:7][cH:8][cH:9][c:10]2[n:11]1>>[CH2:2]([c:3]1[s:4][c:5]2[n:6][cH:7][cH:8][cH:9][c:10]2[n:11]1)[N:23]1[CH2:22][CH2:21][N:20]([c:15]2[c:14]([O:13][CH3:12])[cH:19][cH:18][cH:17][cH:16]2)[CH2:25][CH2:24]1. Reactants: NC1=CC=C(C#N)C=C1 (4-aminobenzonitrile), COC(C1=CC(=CC=C1)O[C@H](C)C(=O)O)=O (3-((R)-1-carboxy-ethoxy)-benzoic acid methyl ester), P(=O)(Cl)(Cl)Cl (phosphorous oxychloride). The solvent is O (water), N1=CC=CC=C1 (pyridine). Reaction conditions: temperature 0 celsius, time 1 hour. Yields the product COC(C1=CC(=CC=C1)O[C@H](C)C(NC1=CC=C(C=C1)C#N)=O)=O (3-[(R)-1-(4-cyano-phenylcarbamoyl)-ethoxyl]-benzoic acid methyl ester). Yield: 95.7%. RXN SMILES: [CH3:1][O:2][C:3](=[O:16])[C:4]1[CH:9]=[CH:8][CH:7]=[C:6]([O:10][C@@H:11]([C:13]([OH:15])=O)[CH3:12])[CH:5]=1.[NH2:17][C:18]1[CH:25]=[CH:24][C:21]([C:22]#[N:23])=[CH:20][CH:19]=1.P(Cl)(Cl)(Cl)=O>N1C=CC=CC=1.O>[CH3:1][O:2][C:3](=[O:16])[C:4]1[CH:9]=[CH:8][CH:7]=[C:6]([O:10][C@@H:11]([C:13](=[O:15])[NH:17][C:18]2[CH:25]=[CH:24][C:21]([C:22]#[N:23])=[CH:20][CH:19]=2)[CH3:12])[CH:5]=1. Procedure: Cool a solution 3-((R)-1-carboxy-ethoxy)-benzoic acid methyl ester (0.50 g, 1.90 mmol) in pyridine (5 mL), to 0° C., and add 4-aminobenzonitrile (0.28 g, 2.33 mmol) followed by phosphorous oxychloride (0.22 mL, 2.4 mmol). Stir the mixture at 0° C. for 1 h then dilute with water and concentrate under reduced pressure. Purify the residue by flash silica gel chromatography to provide 0.59 g of 3-[(R)-1-(4-cyano-phenylcarbamoyl)-ethoxyl]-benzoic acid methyl ester as an oil.